Dataset: the Open Reaction Database (ORD), a public repository of structured organic reaction records. Task: describe an organic reaction: reactants, conditions, products, and yield The reactants are EtOAc-light petroleum ether, C1(=CC=CC=C1)S(=O)(=O)O (benzenesulfonic acid), [Cl-].[Cl-].[Ca+2] (CaCl2), FC1=CC=C(OCC2OC(CC2)O[Si](C)(C)C(C)(C)C)C=C1 ((4-fluorophenoxymethyl)-5-(tert-butyldimethylsiloxy)-tetrahydrofuran). The solvent is ClCCl (dichloromethane), C(Cl)Cl (CH2Cl2). Conditions: temperature 0 celsius, time 3 hour. The product is C1(=CC=CC=C1)S(=O)(=O)C1CCC(O1)COC1=CC=C(C=C1)F ((5RS)-5-benzenesulfonyl-2-(4-fluorophenoxymethyl)tetrahydrofuran). As a reaction SMILES: [C:1]1([S:7]([OH:10])(=[O:9])=O)[CH:6]=[CH:5][CH:4]=[CH:3][CH:2]=1.[Cl-].[Cl-].[Ca+2].[F:14][C:15]1[CH:35]=[CH:34][C:18]([O:19][CH2:20][CH:21]2[CH2:25][CH2:24][CH:23](O[Si](C(C)(C)C)(C)C)[O:22]2)=[CH:17][CH:16]=1>C(Cl)Cl>[C:1]1([S:7]([CH:23]2[O:22][CH:21]([CH2:20][O:19][C:18]3[CH:17]=[CH:16][C:15]([F:14])=[CH:35][CH:34]=3)[CH2:25][CH2:24]2)(=[O:9])=[O:10])[CH:2]=[CH:3][CH:4]=[CH:5][CH:6]=1 |f:1.2.3|. Procedure: To benzenesulfinic acid sodium salt (10.0 g, 0.061 mol), 25% HCl was added dropwise with stirring until the solid dissolved. The reaction mixture was extracted (100 mL each, 3 times) with EtOAc, dried over Na2SO4 and concentrated to give benzenesulfonic acid (7.8 g, 90%). To a 100 mL round bottom with a magnetic stir bar, benzenesulfonic acid (4.61 g, 0.0324 mol), CaCl2(3.6 g, 0.0324 mol) and dry dichloromethane (30 mL) were added. The reaction mixture was cooled to 0° C. and (2S) (5RS)-2-(4-flu... Reactants: COC=1C=CC2=C(SC(=C2C(=O)O)C2=CC=C(C=C2)OC)C1 (6-methoxy -2-(4-methoxyphenyl)benzo[b]thiophene-3-carboxylic acid), S(=O)(Cl)Cl (thionyl chloride), CN(C=O)C (N,N-dimethylformamide). Run in C(Cl)Cl (methylene chloride). Product: COC=1C=CC2=C(SC(=C2C(=O)Cl)C2=CC=C(C=C2)OC)C1 (6-Methoxy-2-(4-Methoxyphenyl)benzo[b]thiophene-3-Carboxylic Acid Chloride). The yield is 97.2%. RXN SMILES: [CH3:1][O:2][C:3]1[CH:4]=[CH:5][C:6]2[C:10]([C:11](O)=[O:12])=[C:9]([C:14]3[CH:19]=[CH:18][C:17]([O:20][CH3:21])=[CH:16][CH:15]=3)[S:8][C:7]=2[CH:22]=1.S(Cl)([Cl:25])=O.CN(C)C=O>C(Cl)Cl>[CH3:1][O:2][C:3]1[CH:4]=[CH:5][C:6]2[C:10]([C:11]([Cl:25])=[O:12])=[C:9]([C:14]3[CH:19]=[CH:18][C:17]([O:20][CH3:21])=[CH:16][CH:15]=3)[S:8][C:7]=2[CH:22]=1. Reported procedure: To a slurry of 6-methoxy -2-(4-methoxyphenyl)benzo[b]thiophene-3-carboxylic acid (0.0484 g, 0.154 mmol) in methylene chloride (5 ml) is added thionyl chloride (0.025 ml, 0.356 mmol), and a catalytic amount of N,N-dimethylformamide. The reaction is heated to reflux for 2 hours, then cooled and concentrated in vacuo. The residual material is dissolved in toluene (10 ml), and reconcentrated in vacuo. This dissolution/reconcentration procedure is repeated two more times to afford 0.0498 g (97%) of t...